This data is from the Open Reaction Database (ORD), a public repository of structured organic reaction records. The task is: describe an organic reaction: reactants, conditions, products, and yield Reaction conditions: temperature -78 celsius, time 45 minute. The solvent is C1CCOC1 (THF), C1CCOC1 (THF). Yield: 85.0%. Procedure details: To a stirred solution of 2-bromo-4-fluoro anisole (3.24 mL, 25 mmol) in anhydrous THF (40 mL) cooled to −78° C. and maintained under argon was added n-butyl lithium (17.2 mL of 1.6 M solution in hexanes, 27.5 mmol). After stirring at −78° C. for 45 minutes, the reaction mixture was treated with a solution of cuprous iodide in dimethyl sulfide (4.76 g in 15 mL, 25 mmol) and stirred for 15 minutes at −78° C. Then chlorotrimethylsilane (6.4 mL, 50 mmol) was added, followed by a solution of mesityl ... Reactants: C(CCC)[Li] (n-butyl lithium), Cl[Si](C)(C)C (chlorotrimethylsilane), BrC1=C(C=CC(=C1)F)OC (2-bromo-4-fluoro anisole), cuprous iodide, CSC (dimethyl sulfide), O=C(C)C=C(C)C (mesityl oxide). Reaction SMILES: Br[C:2]1[CH:7]=[C:6]([F:8])[CH:5]=[CH:4][C:3]=1[O:9][CH3:10].C([Li])CCC.CSC.Cl[Si](C)(C)C.[O:24]=[C:25]([CH:27]=[C:28]([CH3:30])[CH3:29])[CH3:26]>C1COCC1>[F:8][C:6]1[CH:5]=[CH:4][C:3]([O:9][CH3:10])=[C:2]([C:28]([CH3:30])([CH3:29])[CH2:27][C:25](=[O:24])[CH3:26])[CH:7]=1. The product is FC=1C=CC(=C(C1)C(CC(C)=O)(C)C)OC (4-(5-fluoro-2-methoxyphenyl)-4-methylpentan-2-one).